From a dataset of the Open Reaction Database (ORD), a public repository of structured organic reaction records. describe an organic reaction: reactants, conditions, products, and yield Procedure details: Into a solution of 9.74 g of tert-butyl (2R,5S)-2,5-dimethylpiperazine-1-carboxylate in 25 ml of DMI and 25 ml of acetonitrile were added 5 g of 2,4-difluorobenzonitrile and 11.4 g of cesium carbonate, followed by 2 days of stirring at 120° C. The reaction solution was poured into water, followed by extraction with ethyl acetate. After the organic layer was washed with saturated saline, it was dried over anhydrous sodium sulfate. The solvent was removed by evaporation and the resulting residue w... The product is C(#N)C1=C(C=C(C=C1)N1C[C@H](N(C[C@@H]1C)C(=O)OC(C)(C)C)C)F (tert-Butyl (2R,5S)-4-(4-cyano-3-fluorophenyl)-2,5-dimethylpiperazine-1-carboxylate). Starting materials: O (water), C[C@H]1N(C[C@@H](NC1)C)C(=O)OC(C)(C)C (tert-butyl (2R,5S)-2,5-dimethylpiperazine-1-carboxylate), FC1=C(C#N)C=CC(=C1)F (2,4-difluorobenzonitrile), C([O-])([O-])=O.[Cs+].[Cs+] (cesium carbonate). The solvent is CN1CCN(C1=O)C (DMI), C(C)#N (acetonitrile). Reaction conditions: temperature 120 celsius, time 2 day. Reaction SMILES: [CH3:1][C@@H:2]1[CH2:7][NH:6][C@@H:5]([CH3:8])[CH2:4][N:3]1[C:9]([O:11][C:12]([CH3:15])([CH3:14])[CH3:13])=[O:10].[F:16][C:17]1[CH:24]=[C:23](F)[CH:22]=[CH:21][C:18]=1[C:19]#[N:20].C(=O)([O-])[O-].[Cs+].[Cs+].O>CN1C(=O)N(C)CC1.C(#N)C>[C:19]([C:18]1[CH:21]=[CH:22][C:23]([N:6]2[C@@H:5]([CH3:8])[CH2:4][N:3]([C:9]([O:11][C:12]([CH3:13])([CH3:15])[CH3:14])=[O:10])[C@H:2]([CH3:1])[CH2:7]2)=[CH:24][C:17]=1[F:16])#[N:20] |f:2.3.4|. The yield is 38.9%. Reactants: Cl (HCl), [Mg] (magnesium), C(C#C)Br (propargyl bromide), mercuric chloride, C(C#C)Br (propargyl bromide), C1(CC1)CCC(C)=O (4-cyclopropyl-2-butanone). The solvent is CCOCC (ether), O1CCCC1 (tetrahydrofuran), O1CCCC1 (tetrahydrofuran). Product: CC(CC#C)(CCC1CC1)O (4-methyl-4-hydroxy-6-cyclopropyl-hex-1-yne). Reaction SMILES: [Mg].[CH2:2](Br)[C:3]#[CH:4].[CH:6]1([CH2:9][CH2:10][C:11](=[O:13])[CH3:12])[CH2:8][CH2:7]1.Cl>CCOCC.O1CCCC1>[CH3:12][C:11]([OH:13])([CH2:10][CH2:9][CH:6]1[CH2:8][CH2:7]1)[CH2:4][C:3]#[CH:2]. Reported procedure: To 1 part by volume of magnesium in 25 parts by volume of tetrahydrofuran under argon is added a small amount of propargyl bromide and mercuric chloride to initiate reaction. Once the reaction is started 6.3 parts of propargyl bromide and 36 parts of 4-cyclopropyl-2-butanone in 50 parts by volume of tetrahydrofuran is added dropwise so as to maintain reflux. Upon completion of the reaction, the reaction mixture is cooled to room temperature and poured into a mixture of ether and 1N HCl. The aque... Starting materials: O=Cc1ccc2c(c1)OC(F)(F)O2, FC(F)(F)c1nnc2ccc(N3CCNCC3)nn12. Product: FC1(F)Oc2ccc(CN3CCN(c4ccc5nnc(C(F)(F)F)n5n4)CC3)cc2O1. Reaction SMILES: [F:20][C:21]1([F:32])[O:22][c:23]2[c:24]([cH:26][cH:27][c:28]([CH:30]=[O:31])[cH:29]2)[O:25]1.[N:1]1([c:7]2[cH:8][cH:9][c:10]3[n:11]([n:12]2)[c:13]([C:16]([F:17])([F:18])[F:19])[n:14][n:15]3)[CH2:2][CH2:3][NH:4][CH2:5][CH2:6]1>>[N:1]1([c:7]2[cH:8][cH:9][c:10]3[n:11]([n:12]2)[c:13]([C:16]([F:17])([F:18])[F:19])[n:14][n:15]3)[CH2:2][CH2:3][N:4]([CH2:30][c:28]2[cH:27][cH:26][c:24]3[c:23]([cH:29]2)[O:22][C:21]([F:20])([F:32])[O:25]3)[CH2:5][CH2:6]1. The reactants are CC(C)(C)c1nc2cc(S(=O)(=O)Cl)ccc2n1CC1CCOCC1, C1CCOC1, O=C(NC1CC1)c1cc[nH]c1, [H-], [Na+], CN(C)C=O. Yields the product CC(C)(C)c1nc2cc(S(=O)(=O)n3ccc(C(=O)NC4CC4)c3)ccc2n1CC1CCOCC1. Reaction SMILES: [C:14]([CH3:15])([CH3:16])([CH3:17])[c:18]1[n:19][c:20]2[c:21]([n:22]1[CH2:23][CH:24]1[CH2:25][CH2:26][O:27][CH2:28][CH2:29]1)[cH:30][cH:31][c:32]([S:34](=[O:35])(=[O:36])[Cl:37])[cH:33]2.[CH2:38]1[O:39][CH2:40][CH2:41][CH2:42]1.[CH:1]1([NH:4][C:5](=[O:6])[c:7]2[cH:8][nH:9][cH:10][cH:11]2)[CH2:2][CH2:3]1.[H-:12].[Na+:13].[O:43]=[CH:44][N:45]([CH3:46])[CH3:47]>>[CH:1]1([NH:4][C:5](=[O:6])[c:7]2[cH:8][n:9]([S:34]([c:32]3[cH:31][cH:30][c:21]4[c:20]([n:19][c:18]([C:14]([CH3:15])([CH3:16])[CH3:17])[n:22]4[CH2:23][CH:24]4[CH2:25][CH2:26][O:27][CH2:28][CH2:29]4)[cH:33]3)(=[O:35])=[O:36])[cH:10][cH:11]2)[CH2:2][CH2:3]1. Starting materials: N(=NC(=O)OCC)C(=O)OCC (diethyl azodicarboxylate), OC1=CC=C(C(=O)OC)C=C1 (methyl 4-hydroxybenzoate), C1(=CC=CC=C1)CCCCO (4-phenylbutanol), C1(=CC=CC=C1)P(C1=CC=CC=C1)C1=CC=CC=C1 (triphenylphosphine). Solvent: O1CCCC1 (tetrahydrofuran), C(C)OCC (ethyl ether). Run at time 36 hour. The product is C1(=CC=CC=C1)CCCCOC1=CC=C(C(=O)OC)C=C1 (Methyl 4-(4-phenylbutoxy)benzoate). Isolated yield 68.8%. As a reaction SMILES: [OH:1][C:2]1[CH:11]=[CH:10][C:5]([C:6]([O:8][CH3:9])=[O:7])=[CH:4][CH:3]=1.[C:12]1([CH2:18][CH2:19][CH2:20][CH2:21]O)[CH:17]=[CH:16][CH:15]=[CH:14][CH:13]=1.C1(P(C2C=CC=CC=2)C2C=CC=CC=2)C=CC=CC=1.N(C(OCC)=O)=NC(OCC)=O>O1CCCC1.C(OCC)C>[C:12]1([CH2:18][CH2:19][CH2:20][CH2:21][O:1][C:2]2[CH:3]=[CH:4][C:5]([C:6]([O:8][CH3:9])=[O:7])=[CH:10][CH:11]=2)[CH:17]=[CH:16][CH:15]=[CH:14][CH:13]=1. Procedure details: A mixture of methyl 4-hydroxybenzoate (3 g, 19.7 mmol), 4-phenylbutanol (3.04 ml, 19.7 mmol) and triphenylphosphine (7.74 g, 29.6 mmol) in anhydrous tetrahydrofuran (110 ml) was added with diethyl azodicarboxylate (4.65 ml, 29.6 mmol). The resulting mixture was left under stirring at room temperature for 36 h, then was added with ethyl ether (500 ml) and left to crystallize for 24 hours at 0° C. After that the solid was filtered and the filtrate was washed successively with 0.2M hydrochloric aci... Starting materials: [Al+3], [H-], [H-], [H-], [H-], [Li+], C1CCOC1, N#CCC1CCC2CN(c3noc4ccccc34)CCN2C1. The product is NCCC1CCC2CN(c3noc4ccccc34)CCN2C1. RXN SMILES: [Al+3:24].[H-:23].[H-:26].[H-:27].[H-:28].[Li+:25].[O:29]1[CH2:30][CH2:31][CH2:32][CH2:33]1.[o:1]1[n:2][c:3]([N:10]2[CH2:11][CH:12]3[N:13]([CH2:14][CH2:15]2)[CH2:16][CH:17]([CH2:20][C:21]#[N:22])[CH2:18][CH2:19]3)[c:4]2[c:5]1[cH:6][cH:7][cH:8][cH:9]2>>[o:1]1[n:2][c:3]([N:10]2[CH2:11][CH:12]3[N:13]([CH2:14][CH2:15]2)[CH2:16][CH:17]([CH2:20][CH2:21][NH2:22])[CH2:18][CH2:19]3)[c:4]2[c:5]1[cH:6][cH:7][cH:8][cH:9]2. Starting materials: BrCC=1C=C(C#N)C=C(C1)C (3-(bromomethyl)-5-methylbenzonitrile), [C-]#N.[K+] (potassium cyanide). Run in C(C)O (ethanol). Product: C(#N)CC=1C=C(C#N)C=C(C1)C (3-(cyanomethyl)-5-methylbenzonitrile). The yield is 51.3%. Reaction SMILES: Br[CH2:2][C:3]1[CH:4]=[C:5]([CH:8]=[C:9]([CH3:11])[CH:10]=1)[C:6]#[N:7].[C-:12]#[N:13].[K+]>C(O)C>[C:12]([CH2:2][C:3]1[CH:4]=[C:5]([CH:8]=[C:9]([CH3:11])[CH:10]=1)[C:6]#[N:7])#[N:13] |f:1.2|. Procedure details: To a stirred ethanol (150 mL), was added 3-(bromomethyl)-5-methylbenzonitrile (48 g, 0.228M), potassium cyanide (27 g, 0.42M), and distilled water (77 mL). The mixture was then refluxed for 3 hr. After cooling to room temperature, the reaction mixture was evaporated in vacuo and the residue was partitioned between ether and water. The ether layer was taken, dried with anhydrous magnesium sulfate, filtered, evaporated in vacuo and the residue was purified by silica gel column chromatography (elue... The reactants are ( b ), C(#N)C1=CC=C(C(=O)NC(NC2=CC=C(OCC(=O)OCC)C=C2)=O)C=C1 (ethyl 4-[3-(4-cyanobenzoyl)ureido]phenoxyacetate), N1=CC=CC=C1 (pyridine), S (H2S). Solvent: C(C)N(CC)CC (triethylamine). The product is C(N)(=S)C1=CC=C(C(=O)NC(NC2=CC=C(OCC(=O)OCC)C=C2)=O)C=C1 (ethyl 4-[3-(4-thiocarbamoylbenzoyl)ureido]phenoxyacetate). Reaction SMILES: [C:1]([C:3]1[CH:27]=[CH:26][C:6]([C:7]([NH:9][C:10](=[O:25])[NH:11][C:12]2[CH:24]=[CH:23][C:15]([O:16][CH2:17][C:18]([O:20][CH2:21][CH3:22])=[O:19])=[CH:14][CH:13]=2)=[O:8])=[CH:5][CH:4]=1)#[N:2].N1C=CC=CC=1.[SH2:34]>C(N(CC)CC)C>[C:1]([C:3]1[CH:4]=[CH:5][C:6]([C:7]([NH:9][C:10](=[O:25])[NH:11][C:12]2[CH:24]=[CH:23][C:15]([O:16][CH2:17][C:18]([O:20][CH2:21][CH3:22])=[O:19])=[CH:14][CH:13]=2)=[O:8])=[CH:26][CH:27]=1)(=[S:34])[NH2:2]. Procedure: In a similar manner to Example, starting material step 1 (b), the product of step (a) (10.12 g), pyridine (500 ml), triethylamine (80 ml) and H2S gas were reacted to give ethyl 4-[3-(4-thiocarbamoylbenzoyl)ureido]phenoxyacetate (11 g) as a yellow solid: NMR Spectrum (DMSO-d6) 1.21 (3H, t), 4.18 (2H, q), 4.74 (2H, s), 6.93 (2H, d), 7.49 (2H, d), 7.95 (2H, d), 8.03 (2H, d), 9.64 (1H, br s), 10.03 (1H, br s), 10.60 (1H, s), 11.04 (1H, s); Mass Spectrum m/Z 402 (M+H)+. Starting materials: Nc1nnc(Br)s1, Fc1ccc(Br)c(OC2CCNC2)c1, CCO, [Na+], [Na+], O=C([O-])[O-]. Product: Nc1nnc(N2CCC(Oc3cc(F)ccc3Br)C2)s1. RXN SMILES: [Br:1][c:2]1[n:3][n:4][c:5]([NH2:7])[s:6]1.[Br:8][c:9]1[c:10]([O:11][CH:12]2[CH2:13][NH:14][CH2:15][CH2:16]2)[cH:17][c:18]([F:21])[cH:19][cH:20]1.[CH3:28][CH2:29][OH:30].[Na+:22].[Na+:23].[O-:24][C:25](=[O:26])[O-:27]>>[c:2]1([N:14]2[CH2:13][CH:12]([O:11][c:10]3[c:9]([Br:8])[cH:20][cH:19][c:18]([F:21])[cH:17]3)[CH2:16][CH2:15]2)[n:3][n:4][c:5]([NH2:7])[s:6]1.